This data is from the Open Reaction Database (ORD), a public repository of structured organic reaction records. The task is: describe an organic reaction: reactants, conditions, products, and yield Reactants: ClCCCBr, CCOC(=O)COc1ccc(S)cc1C, [K+], [K+], N#N, O=C([O-])[O-], CN(C)C=O. Product: CCOC(=O)COc1ccc(SCCCCl)cc1C. As a reaction SMILES: [Br:24][CH2:25][CH2:26][CH2:27][Cl:28].[CH2:1]([CH3:2])[O:3][C:4]([CH2:5][O:6][c:7]1[c:8]([CH3:14])[cH:9][c:10]([SH:13])[cH:11][cH:12]1)=[O:15].[K+:18].[K+:19].[N:16]#[N:17].[O-:20][C:21]([O-:22])=[O:23].[O:29]=[CH:30][N:31]([CH3:32])[CH3:33]>>[CH2:1]([CH3:2])[O:3][C:4]([CH2:5][O:6][c:7]1[c:8]([CH3:14])[cH:9][c:10]([S:13][CH2:25][CH2:26][CH2:27][Cl:28])[cH:11][cH:12]1)=[O:15]. Reactants: CN1CCN(C1=O)C (DMI), C[Si](C)(C)[N-][Si](C)(C)C.[Na+] (sodium bis(trimethylsilyl)amide), ice water, C(C)(C)(C)OC(=O)N1[C@H](C=O)CCC1 (N-(tert-butoxycarbonyl)-L-prolinal), [I-].C[S+](C)C (trimethylsulfonium iodide). Solvent: C1CCOC1 (THF), CS(=O)C (DMSO). Conditions: temperature -13 celsius, time 1 hour. Product: C(C)(C)(C)OC(=O)N1[C@@H](CCC1)C1CO1 ((S)-1-(tert-Butoxycarbonyl)-2-(1,2-epoxyethyl)pyrrolidine). Reaction SMILES: [CH3:1]N1C(=O)N(C)CC1.C[Si]([N-][Si](C)(C)C)(C)C.[Na+].[C:19]([O:23][C:24]([N:26]1[CH2:32][CH2:31][CH2:30][C@H:27]1[CH:28]=[O:29])=[O:25])([CH3:22])([CH3:21])[CH3:20].[I-].C[S+](C)C>CS(C)=O.C1COCC1>[C:19]([O:23][C:24]([N:26]1[CH2:32][CH2:31][CH2:30][C@H:27]1[CH:28]1[O:29][CH2:1]1)=[O:25])([CH3:22])([CH3:20])[CH3:21] |f:1.2,4.5|. Procedure: DMI (350 ml) was added to a THF solution (1M, 350 ml) of sodium bis(trimethylsilyl)amide. After cooling the mixture to -13° C., a solution of N-(tert-butoxycarbonyl)-L-prolinal (57.71 g) and trimethylsulfonium iodide (73.9 g) in DMSO (350 ml) was dropwise added, and the mixture was stirred for 1 hour. The reaction mixture was poured into ice water and extracted with toluene. The extract was washed with 10% citric acid, a saturated aqueous solution of sodium bicarbonate and water in order, dried ... The reactants are ClN1C(CCC1=O)=O (N-chloro-succinimide), OC=1C=C(C(=O)OC)C=CC1OC (Methyl 3-hydroxy-4-methoxybenzoate), ClC=1C=C(C=CC1)CCO (2-(3-chlorophenyl)-ethanol), COC(C1=CC(=C(C=C1)OC)OCCC1=CC(=CC=C1)Cl)=O (3-[2-(3-chloro-phenyl)-ethoxy]-4-methoxy-benzoic acid methyl ester). The reagents and catalysts are [Cl-].[Cl-].[Cl-].[Cl-].[Zr+4] (zirconium tetrachloride). The solvent is C(Cl)Cl (DCM). Yields the product COC(C1=C(C=C(C(=C1)OCCC1=CC(=CC=C1)Cl)OC)Cl)=O (2-Chloro-5-[2-(3-chloro-phenyl)-ethoxy]-4-methoxy-benzoic acid methyl ester). RXN SMILES: OC1C=C(C=CC=1OC)C(OC)=O.[Cl:14]C1C=C(CCO)C=CC=1.[CH3:24][O:25][C:26](=[O:45])[C:27]1[CH:32]=[CH:31][C:30]([O:33][CH3:34])=[C:29]([O:35][CH2:36][CH2:37][C:38]2[CH:43]=[CH:42][CH:41]=[C:40]([Cl:44])[CH:39]=2)[CH:28]=1.ClN1C(=O)CCC1=O>C(Cl)Cl.[Cl-].[Cl-].[Cl-].[Cl-].[Zr+4]>[CH3:24][O:25][C:26](=[O:45])[C:27]1[CH:28]=[C:29]([O:35][CH2:36][CH2:37][C:38]2[CH:43]=[CH:42][CH:41]=[C:40]([Cl:44])[CH:39]=2)[C:30]([O:33][CH3:34])=[CH:31][C:32]=1[Cl:14] |f:5.6.7.8.9|. Reported procedure: Methyl 3-hydroxy-4-methoxybenzoate and 2-(3-chlorophenyl)-ethanol were reacted in analogy to step 1 of example 1. The obtained 3-[2-(3-chloro-phenyl)-ethoxy]-4-methoxy-benzoic acid methyl ester (300 mg, 0.935 mmol), N-chloro-succinimide (381 mg, 2.81 mmol), and zirconium tetrachloride (129 mg, 0.57 mmol) were suspended in DCM (4 ml) and the mixture was stirred under reflux for 5 h until the starting material was used up. The mixture was partitioned between EA and a saturated aqueous sodium hydro... Product: FC1=C(CNC=2C=C3[C@H]4[C@@H](N5C3=C(C2)CSCC5)CCNC4)C(=CC=C1)C(F)(F)F ((7bR,11aS)-N-[2-fluoro-6-(trifluoromethyl)benzyl]-1,2,7b,8,9,10,11,11a-octahydro-4H-pyrido[4,3-b][1,4]thiazepino[6,5,4-hi]indol-6-amine). Reactants: FC1=C(C=O)C(=CC=C1)C(F)(F)F (2-fluoro-6-(trifluoromethyl)benzaldehyde), NC=1C=C2[C@H]3[C@@H](N4C2=C(C1)CSCC4)CCN(C3)C(=O)OC(C)(C)C (tert-butyl (7bR,11aS)-6-amino-1,2,7b,10,11,11a-hexahydro-4H-pyrido[4,3-b][1,4]thiazepino[6,5,4-hi]indole-9(8H)-carboxylate). Reported procedure: Using 2-fluoro-6-(trifluoromethyl)benzaldehyde and following the procedures described in EXAMPLE 126, tert-butyl (7bR,11aS)-6-amino-1,2,7b,10,11,11a-hexahydro-4H-pyrido[4,3-b][1,4]thiazepino[6,5,4-hi]indole-9(8H)-carboxylate from EXAMPLE 33, Part B was converted into the title compound of EXAMPLE 166. RXN SMILES: [F:1][C:2]1[CH:9]=[CH:8][CH:7]=[C:6]([C:10]([F:13])([F:12])[F:11])[C:3]=1[CH:4]=O.[NH2:14][C:15]1[CH:16]=[C:17]2[C:21]3=[C:22]([CH2:24][S:25][CH2:26][CH2:27][N:20]3[C@H:19]3[CH2:28][CH2:29][N:30](C(OC(C)(C)C)=O)[CH2:31][C@@H:18]23)[CH:23]=1>>[F:1][C:2]1[CH:9]=[CH:8][CH:7]=[C:6]([C:10]([F:13])([F:12])[F:11])[C:3]=1[CH2:4][NH:14][C:15]1[CH:16]=[C:17]2[C:21]3=[C:22]([CH2:24][S:25][CH2:26][CH2:27][N:20]3[C@H:19]3[CH2:28][CH2:29][NH:30][CH2:31][C@@H:18]23)[CH:23]=1. Reactants: N1N=NN=C1C1=CC=C(C=C1)NC(=O)C1NC(C(C1C1=C(C(=CC=C1)Cl)C)(C#N)C1=C(C=C(C=C1)Cl)F)CC(C)(C)C (rac (2R,3R,4R,5S)-4-(4-Chloro-2-fluoro-phenyl)-3-(3-chloro-2-methyl-phenyl)-4-cyano-5-(2,2-dimethyl-propyl)-pyrrolidine-2-carboxylic acid [4-(1H-tetrazol-5-yl)-phenyl]-amide), C([O-])(O)=O.[Na+] (sodium bicarbonate), S(=O)(=O)(OC)OC (dimethyl sulfate). Run in CC(=O)C (acetone). Conditions: time 5 hour. Product: CN1N=NN=C1C1=CC=C(C=C1)NC(=O)C1NC(C(C1C1=C(C(=CC=C1)Cl)C)(C#N)C1=C(C=C(C=C1)Cl)F)CC(C)(C)C (rac (2R,3R,4R,5S)-4-(4-chloro-2-fluoro-phenyl)-3-(3-chloro-2-methyl-phenyl)-4-cyano-5-(2,2-dimethyl-propyl)-pyrrolidine-2-carboxylic acid [4-(1-methyl-1H-tetrazol-5-yl)-phenyl]-amide). Isolated yield 9.2%. Reaction SMILES: [NH:1]1[C:5]([C:6]2[CH:11]=[CH:10][C:9]([NH:12][C:13]([CH:15]3[CH:19]([C:20]4[CH:25]=[CH:24][CH:23]=[C:22]([Cl:26])[C:21]=4[CH3:27])[C:18]([C:30]4[CH:35]=[CH:34][C:33]([Cl:36])=[CH:32][C:31]=4[F:37])([C:28]#[N:29])[CH:17]([CH2:38][C:39]([CH3:42])([CH3:41])[CH3:40])[NH:16]3)=[O:14])=[CH:8][CH:7]=2)=[N:4][N:3]=[N:2]1.[C:43](=O)(O)[O-].[Na+].S(OC)(OC)(=O)=O>CC(C)=O>[CH3:43][N:4]1[C:5]([C:6]2[CH:7]=[CH:8][C:9]([NH:12][C:13]([CH:15]3[CH:19]([C:20]4[CH:25]=[CH:24][CH:23]=[C:22]([Cl:26])[C:21]=4[CH3:27])[C:18]([C:30]4[CH:35]=[CH:34][C:33]([Cl:36])=[CH:32][C:31]=4[F:37])([C:28]#[N:29])[CH:17]([CH2:38][C:39]([CH3:42])([CH3:41])[CH3:40])[NH:16]3)=[O:14])=[CH:10][CH:11]=2)=[N:1][N:2]=[N:3]1 |f:1.2|. Procedure details: To a stirred solution of rac (2R,3R,4R,5S)-4-(4-Chloro-2-fluoro-phenyl)-3-(3-chloro-2-methyl-phenyl)-4-cyano-5-(2,2-dimethyl-propyl)-pyrrolidine-2-carboxylic acid [4-(1H-tetrazol-5-yl)-phenyl]-amide (32 mg, 0.0524 mmol) in acetone (5 mL), sodium bicarbonate (45 mg, 0.6 mmol) and dimethyl sulfate (0.11 mmol) was added and the mixture was stirred at rt for 5 hrs. The solvent was removed and the residue was suspended in 3 mL of methylene chloride. The mixture was filtered and the filtrate was loade... The reactants are [F-].C(CCC)[N+](CCCC)(CCCC)CCCC (tetrabutylammonium fluoride), [Si](C)(C)(C(C)(C)C)OCC=1C=C(C=CC1CO[Si](C)(C)C(C)(C)C)CCC=1C=C(C=CC1)/C(=C/C=C/C(CC)(O)CC)/C ((4E,6E)-7-(3-{2-[3,4-bis-(tert-butyldimethylsilanyloxymethyl)phenyl]ethyl}phenyl)-3-ethylocta-4,6-dien-3-ol), CO (methanol). The solvent is C1CCOC1 (THF). Conditions: time 30 minute. Yields the product OCC=1C=C(C=CC1CO)CCC=1C=C(C=CC1)/C(=C/C=C/C(CC)(O)CC)/C ((4E,6E)-7-{3-[2-(3,4-bis-Hydroxymethylphenyl)ethyl]-phenyl}-3-ethylocta-4,6-dien-3-ol). Reaction SMILES: [Si]([O:8][CH2:9][C:10]1[CH:11]=[C:12]([CH2:25][CH2:26][C:27]2[CH:28]=[C:29](/[C:33](/[CH3:43])=[CH:34]/[CH:35]=[CH:36]/[C:37]([CH2:41][CH3:42])([OH:40])[CH2:38][CH3:39])[CH:30]=[CH:31][CH:32]=2)[CH:13]=[CH:14][C:15]=1[CH2:16][O:17][Si](C(C)(C)C)(C)C)(C(C)(C)C)(C)C.[F-].C([N+](CCCC)(CCCC)CCCC)CCC.CO>C1COCC1>[OH:8][CH2:9][C:10]1[CH:11]=[C:12]([CH2:25][CH2:26][C:27]2[CH:28]=[C:29](/[C:33](/[CH3:43])=[CH:34]/[CH:35]=[CH:36]/[C:37]([CH2:38][CH3:39])([OH:40])[CH2:41][CH3:42])[CH:30]=[CH:31][CH:32]=2)[CH:13]=[CH:14][C:15]=1[CH2:16][OH:17] |f:1.2|. Procedure: 340 mg of (4E,6E)-7-(3-{2-[3,4-bis-(tert-butyldimethylsilanyloxymethyl)phenyl]ethyl}phenyl)-3-ethylocta-4,6-dien-3-ol (0.5 mmol) are dissolved in 10 ml of THF and 1.5 ml (1.5 mmol) of a tetrabutylammonium fluoride solution (1M in THF) are added dropwise. After 30 minutes, 10 ml of methanol are added and the mixture is concentrated under reduced pressure. After purification of the residue by chromatography on a silica column, a colourless oil is obtained (m=163 mg; Y=88%). Starting materials: CCCCc1nc(Cl)c(CO)n1Cc1ccc2nc(-c3ccccc3C(=O)O)cc(C(=O)O)c2c1, [Na+], [Na+], O=C([O-])[O-], O, O=S(=O)(O)O, c1ccc2ncccc2c1. Product: CCCCc1nc(Cl)c(CO)n1Cc1ccc2nc(-c3ccccc3C(=O)O)ccc2c1. Reaction SMILES: [CH2:1]([CH2:2][CH2:3][CH3:4])[c:5]1[n:6]([CH2:13][c:14]2[cH:15][c:16]3[c:17]([C:33]([OH:34])=[O:35])[cH:18][c:19](-[c:24]4[c:25]([C:30](=[O:31])[OH:32])[cH:26][cH:27][cH:28][cH:29]4)[n:20][c:21]3[cH:22][cH:23]2)[c:7]([CH2:11][OH:12])[c:8]([Cl:10])[n:9]1.[Na+:42].[Na+:43].[O-:44][C:45](=[O:46])[O-:47].[OH2:41].[S:36](=[O:37])(=[O:38])([OH:39])[OH:40].[cH:48]1[cH:49][c:50]2[c:51]([n:52][cH:53][cH:54][cH:55]2)[cH:56][cH:57]1>>[CH2:1]([CH2:2][CH2:3][CH3:4])[c:5]1[n:6]([CH2:13][c:14]2[cH:15][c:16]3[cH:17][cH:18][c:19](-[c:24]4[c:25]([C:30](=[O:31])[OH:32])[cH:26][cH:27][cH:28][cH:29]4)[n:20][c:21]3[cH:22][cH:23]2)[c:7]([CH2:11][OH:12])[c:8]([Cl:10])[n:9]1. Reactants: NC(C(C1=CC=C(C=C1)Cl)N)C1=CC=C(C#N)C=C1 (4-[1,2-diamino-2-(4-chloro-phenyl)-ethyl]-benzonitrile), Cl.ClC1=CC=C(C(OCC)=N)C=C1 (ethyl 4-chloro-benzimidate hydrochloride). Run in C(C)O (ethanol). The product is ClC1=CC=C(C=C1)C1=NC(C(N1)C1=CC=C(C#N)C=C1)C1=CC=C(C=C1)Cl (4-[2,5-bis-(4-chloro-phenyl)-4,5-dihydro-3H-imidazol-4-yl]-benzonitrile). The yield is 63.5%. RXN SMILES: [NH2:1][CH:2]([C:12]1[CH:19]=[CH:18][C:15]([C:16]#[N:17])=[CH:14][CH:13]=1)[CH:3]([NH2:11])[C:4]1[CH:9]=[CH:8][C:7]([Cl:10])=[CH:6][CH:5]=1.Cl.[Cl:21][C:22]1[CH:32]=[CH:31][C:25]([C:26](=N)OCC)=[CH:24][CH:23]=1>C(O)C>[Cl:21][C:22]1[CH:32]=[CH:31][C:25]([C:26]2[NH:1][CH:2]([C:12]3[CH:19]=[CH:18][C:15]([C:16]#[N:17])=[CH:14][CH:13]=3)[CH:3]([C:4]3[CH:5]=[CH:6][C:7]([Cl:10])=[CH:8][CH:9]=3)[N:11]=2)=[CH:24][CH:23]=1 |f:1.2|. Procedure: A solution of 4-[1,2-diamino-2-(4-chloro-phenyl)-ethyl]-benzonitrile (81 mg, 0.298 mmol) and ethyl 4-chloro-benzimidate hydrochloride (55 mg, 0.249 mmol) in ethanol (5 mL) was heated at 72° C. for 5 h. The solvent was removed, and the residue was taken in methylene chloride (10 mL). The reaction mixture was washed with 1 N sodium hydroxide solution (1 mL) and dried over anhydrous sodium sulfate. The solid was then filtered off, and the filtrate was concentrated in vacuo. Purification of the crud... Starting materials: ClC1=CC(=NC=C1)C (4-Chloro-2-methylpyridine), C(=O)(N)N.OO (hydrogen peroxide-urea adduct), FC(C(=O)OC(C(F)(F)F)=O)(F)F (Trifluoroacetic anhydride). Solvent: C1CCOC1 (THF). Conditions: temperature 0 celsius. Yields the product ClC1=CC(=[N+](C=C1)[O-])C (4-chloro-2-methylpyridine 1-oxide). Isolated yield 100.5%. Reaction SMILES: [Cl:1][C:2]1[CH:7]=[CH:6][N:5]=[C:4]([CH3:8])[CH:3]=1.C(N)(N)=[O:10].OO.FC(F)(F)C(OC(=O)C(F)(F)F)=O>C1COCC1>[Cl:1][C:2]1[CH:7]=[CH:6][N+:5]([O-:10])=[C:4]([CH3:8])[CH:3]=1 |f:1.2|. Procedure: 4-Chloro-2-methylpyridine (5.0 g, 39 mmol, 1.0 eq) and hydrogen peroxide-urea adduct (7.37 g, 78.4 mmol, 2.00 eq) were dissolved in THF (196 mL) and cooled to 0° C. Trifluoroacetic anhydride (12 mL, 86.3 mmol, 2.2 eq) was added dropwise over 15 minutes and the reaction was allowed to warm to room temperature. After determination of the completion of the reaction by LCMS (approximately 45 minutes), the reaction was cooled to 0° C. and quenched with a 10% aqueous solution of NaS2O3. The reaction w... As a reaction SMILES: [C:1](#[N:2])[c:3]1[cH:4][c:5]([S:33](=[O:34])(=[O:35])[CH3:36])[c:6]([CH:9]2[NH:10][C:11](=[O:32])[N:12]([c:22]3[cH:23][c:24]([C:28]([F:29])([F:30])[F:31])[cH:25][cH:26][cH:27]3)[C:13]([CH3:21])=[C:14]2[C:15](=[O:16])[O:17][CH2:18][CH:19]=[CH2:20])[cH:7][cH:8]1.[CH2:37]1[NH:38][CH2:39][CH2:40][O:41][CH2:42]1.[CH2:43]1[O:44][CH2:45][CH2:46][CH2:47]1.[cH:48]1[cH:49][cH:50][c:51]([P:52]([Pd:53]([P:54]([c:55]2[cH:56][cH:57][cH:58][cH:59][cH:60]2)([c:61]2[cH:62][cH:63][cH:64][cH:65][cH:66]2)[c:67]2[cH:68][cH:69][cH:70][cH:71][cH:72]2)([P:73]([c:74]2[cH:75][cH:76][cH:77][cH:78][cH:79]2)([c:80]2[cH:81][cH:82][cH:83][cH:84][cH:85]2)[c:86]2[cH:87][cH:88][cH:89][cH:90][cH:91]2)[P:92]([c:93]2[cH:94][cH:95][cH:96][cH:97][cH:98]2)([c:99]2[cH:100][cH:101][cH:102][cH:103][cH:104]2)[c:105]2[cH:106][cH:107][cH:108][cH:109][cH:110]2)([c:111]2[cH:112][cH:113][cH:114][cH:115][cH:116]2)[c:117]2[cH:118][cH:119][cH:120][cH:121][cH:122]2)[cH:123][cH:124]1>>[C:1](#[N:2])[c:3]1[cH:4][c:5]([S:33](=[O:34])(=[O:35])[CH3:36])[c:6]([CH:9]2[NH:10][C:11](=[O:32])[N:12]([c:22]3[cH:23][c:24]([C:28]([F:29])([F:30])[F:31])[cH:25][cH:26][cH:27]3)[C:13]([CH3:21])=[C:14]2[C:15](=[O:16])[OH:17])[cH:7][cH:8]1. The reactants are C=CCOC(=O)C1=C(C)N(c2cccc(C(F)(F)F)c2)C(=O)NC1c1ccc(C#N)cc1S(C)(=O)=O, C1COCCN1, C1CCOC1, c1ccc(P(c2ccccc2)(c2ccccc2)[Pd](P(c2ccccc2)(c2ccccc2)c2ccccc2)(P(c2ccccc2)(c2ccccc2)c2ccccc2)P(c2ccccc2)(c2ccccc2)c2ccccc2)cc1. Yields the product CC1=C(C(=O)O)C(c2ccc(C#N)cc2S(C)(=O)=O)NC(=O)N1c1cccc(C(F)(F)F)c1.